This data is from the Open Reaction Database (ORD), a public repository of structured organic reaction records. The task is: describe an organic reaction: reactants, conditions, products, and yield Reactants: O (water), C(C)(C)(C)C1=C(C(=CC(=C1)N)C(C)(C)C)O (2,6-di-t-butyl-4-aminophenol), [OH-].[Na+] (sodium hydroxide), C(C1=CC=CC=C1)(=O)Cl (benzoyl chloride). Run in CC(=O)C (acetone). Reaction conditions: time 1 hour. The product is C(C1=CC=CC=C1)(=O)NC1=CC(=C(C(=C1)C(C)(C)C)O)C(C)(C)C (4-benzamido-2,6-di-t-butylphenol). Isolated yield 90.6%. RXN SMILES: [C:1]([C:5]1[CH:10]=[C:9]([NH2:11])[CH:8]=[C:7]([C:12]([CH3:15])([CH3:14])[CH3:13])[C:6]=1[OH:16])([CH3:4])([CH3:3])[CH3:2].[C:17](Cl)(=[O:24])[C:18]1[CH:23]=[CH:22][CH:21]=[CH:20][CH:19]=1.[OH-].[Na+].O>CC(C)=O>[C:17]([NH:11][C:9]1[CH:8]=[C:7]([C:12]([CH3:15])([CH3:14])[CH3:13])[C:6]([OH:16])=[C:5]([C:1]([CH3:4])([CH3:3])[CH3:2])[CH:10]=1)(=[O:24])[C:18]1[CH:23]=[CH:22][CH:21]=[CH:20][CH:19]=1 |f:2.3|. Reported procedure: 11.05 g (0.05 mole) 2,6-di-t-butyl-4-aminophenol is dissolved in 25 ml acetone and 7.03 g (0.05 mole) benzoyl chloride is added thereto. The reaction is exothermic. The mixture is shaken and 10 ml of 5 N sodium hydroxide is added thereto, portionwise, accompanied by agitation. A solid material separates and is allowed to stand for one hour, cooled and there is then added thereto 50 ml water. The mixture is filtered, washed with 50 ml water and then four times each time with 50 ml portions of pet... Starting materials: ClC1=NC=2C=CC=CC2C2=C1N=CN2CCO (4-chloro-1-(2-hydroxyethyl)-1H-imidazo[4,5-c]quinoline), N (ammonia), steel. Run in CO (methanol). The product is OCCN1C=NC=2C(=NC=3C=CC=CC3C21)N (1-(2-hydroxyethyl)-1H-imidazo[4,5-c]-quinolin-4-amine). As a reaction SMILES: Cl[C:2]1[C:11]2[N:12]=[CH:13][N:14]([CH2:15][CH2:16][OH:17])[C:10]=2[C:9]2[CH:8]=[CH:7][CH:6]=[CH:5][C:4]=2[N:3]=1.[NH3:18]>CO>[OH:17][CH2:16][CH2:15][N:14]1[C:10]2[C:9]3[CH:8]=[CH:7][CH:6]=[CH:5][C:4]=3[N:3]=[C:2]([NH2:18])[C:11]=2[N:12]=[CH:13]1. Reported procedure: A mixture of 4.0 g (0.016 mole) of 4-chloro-1-(2-hydroxyethyl)-1H-imidazo[4,5-c]quinoline (from Example 118) and 30 ml of 10% ammonia in methanol was heated in a steel bomb for 12 hours at 150° C. The resulting solid was separated from the cooled mixture by filtration, and was washed sequentially with water and methanol. The air-dried solid was recrystallized from N,N-dimethylformamide to provide white solid 1-(2-hydroxyethyl)-1H-imidazo[4,5-c]-quinolin-4-amine, m.p. 260°-262° C. Analysis: Calcu... The reactants are C(=C)C1CCC(N1)=O (5-vinyl-2-pyrrolidinone), Cl (hydrochloric acid), FC(C(=O)O)(F)F (trifluoroacteic acid). Product: NC(CCC(=O)O)C=C (4-amino-5-hexenoic acid). RXN SMILES: [CH:1]([CH:3]1[NH:7][C:6](=[O:8])[CH2:5][CH2:4]1)=[CH2:2].Cl.FC(F)(F)C(O)=[O:13]>>[NH2:7][CH:3]([CH:1]=[CH2:2])[CH2:4][CH2:5][C:6]([OH:8])=[O:13]. Procedure: In this reaction 5-vinyl-2-pyrrolidinone (structure 1) is subjected to an acidic hydrolysis thereby producing the desired compound, 4-amino-5-hexenoic acid (structure 2). This acidic hydrolysis is carried out using techniques known in the art. Typically, the 5-vinyl-2-pyrrolidinone is contacted with a strong acid such as hydrochloric acid or trifluoroacteic acid at a temperature above 60° C. in an aqueous solvent system. The 4-amino-5-hexenoic acid is recovered by concentration as is known in th... Reactants: ClC=1N=C(C2=C(N1)C=CO2)NC2=NNC(=C2)C2CC2 (2-chloro-N-(5-cyclopropyl-1H-pyrazol-3-yl)furo[3,2-d]pyrimidin-4-amine), C(C1=CC=CC=C1)N (benzyl amine), CC(C)C1=CC(=C(C(=C1)C(C)C)C2=C(C=CC=C2)P(C3CCCCC3)C4CCCCC4)C(C)C (X-Phos), C(C1=CC=CC=C1)N (benzyl amine), CC(C)C1=CC(=C(C(=C1)C(C)C)C2=C(C=CC=C2)P(C3CCCCC3)C4CCCCC4)C(C)C (X-Phos). Reagents/catalysts: C=1C=CC(=CC1)/C=C/C(=O)/C=C/C2=CC=CC=C2.C=1C=CC(=CC1)/C=C/C(=O)/C=C/C2=CC=CC=C2.C=1C=CC(=CC1)/C=C/C(=O)/C=C/C2=CC=CC=C2.[Pd].[Pd] (Pd2dba3), C=1C=CC(=CC1)/C=C/C(=O)/C=C/C2=CC=CC=C2.C=1C=CC(=CC1)/C=C/C(=O)/C=C/C2=CC=CC=C2.C=1C=CC(=CC1)/C=C/C(=O)/C=C/C2=CC=CC=C2.[Pd].[Pd] (Pd2dba3). The solvent is CC(C)(C)O (t-BuOH). Run at temperature 100 celsius. The product is C(C1=CC=CC=C1)NC=1N=C(C2=C(N1)C=CO2)NC2=NNC(=C2)C2CC2 (N2-benzyl-N4-(5-cyclopropyl-1H-pyrazol-3-yl)furo[3,2-d]pyrimidine-2,4-diamine). Isolated yield 5.1%. RXN SMILES: Cl[C:2]1[N:3]=[C:4]([NH:11][C:12]2[CH:16]=[C:15]([CH:17]3[CH2:19][CH2:18]3)[NH:14][N:13]=2)[C:5]2[O:10][CH:9]=[CH:8][C:6]=2[N:7]=1.[CH2:20]([NH2:27])[C:21]1[CH:26]=[CH:25][CH:24]=[CH:23][CH:22]=1.CC(C1C=C(C(C)C)C(C2C=CC=CC=2P(C2CCCCC2)C2CCCCC2)=C(C(C)C)C=1)C>C1C=CC(/C=C/C(/C=C/C2C=CC=CC=2)=O)=CC=1.C1C=CC(/C=C/C(/C=C/C2C=CC=CC=2)=O)=CC=1.C1C=CC(/C=C/C(/C=C/C2C=CC=CC=2)=O)=CC=1.[Pd].[Pd].CC(O)(C)C>[CH2:20]([NH:27][C:2]1[N:3]=[C:4]([NH:11][C:12]2[CH:16]=[C:15]([CH:17]3[CH2:19][CH2:18]3)[NH:14][N:13]=2)[C:5]2[O:10][CH:9]=[CH:8][C:6]=2[N:7]=1)[C:21]1[CH:26]=[CH:25][CH:24]=[CH:23][CH:22]=1 |f:3.4.5.6.7|. Reported procedure: To a vial was added 2-chloro-N-(5-cyclopropyl-1H-pyrazol-3-yl)furo[3,2-d]pyrimidin-4-amine (0.20 g, 0.73 mmol), benzyl amine (0.79 mL, 7.3 mmol), X-Phos (0.02 g, 0.04 mmol) K2CO3 (0.50 g, 3.6 mmol), and Pd2dba3 (0.04 g, 0.04 mmol). To the vial was added t-BuOH (3.6 mL) and tube was sealed. The tube was evacuated, purged with nitrogen three times and stirred over night at about 100° C. To the mixture was added additional benzyl amine (0.79 mL, 7.3 mmol), X-Phos (0.02 g, 0.04 mmol), and Pd2dba3 (0... Starting materials: O=C1C2=C(OC3=C(C1)C=CC=C3)C(=CC=C2)C(C(=O)N)C (2-(10,11-dihydro-11-oxo dibenzo[b,f]oxepin-4-yl)-propionamide), O.NN (hydrazine hydrate), Cl (hydrochloric acid), [OH-].[Na+] (sodium hydroxide). Run in C(C)O (ethanol), C(COCCO)O (diethylene glycol), O (water). Reaction conditions: time 8 hour. The product is C1=CC=C(C=2OC3=C(CCC21)C=CC=C3)C(C(=O)O)C (2-(10,11-dihydro dibenzo[b,f]oxepin-4-yl)-propionic acid). As a reaction SMILES: O=[C:2]1[CH2:8][C:7]2[CH:9]=[CH:10][CH:11]=[CH:12][C:6]=2[O:5][C:4]2[C:13]([CH:17]([CH3:21])[C:18](N)=[O:19])=[CH:14][CH:15]=[CH:16][C:3]1=2.[OH2:22].NN.[OH-].[Na+].Cl>C(O)C.O.C(O)COCCO>[CH:16]1[C:3]2[CH2:2][CH2:8][C:7]3[CH:9]=[CH:10][CH:11]=[CH:12][C:6]=3[O:5][C:4]=2[C:13]([CH:17]([CH3:21])[C:18]([OH:22])=[O:19])=[CH:14][CH:15]=1 |f:1.2,3.4|. Procedure details: To 80 mg of 2-(10,11-dihydro-11-oxo dibenzo[b,f]oxepin-4-yl)-propionamide in 4 ml of ethanol was added 0.3 ml of hydrazine hydrate and the mixture was refluxed with stirring for 8 hours. The solvent was distilled off to obtain pale yellow oil, to which were added 3 ml of diethylene glycol and 400 mg of sodium hydroxide, and the resulting mixture was stirred at 125° C. for 1 hour. To the mixture was added water and the resulting solution was acidified with hydrochloric acid and extracted with eth...